This data is from the Open Reaction Database (ORD), a public repository of structured organic reaction records. The task is: describe an organic reaction: reactants, conditions, products, and yield Reactants: S[C@@H]1CC2=CC[C@H]3[C@@H]4CCC([C@@]4(C)CC[C@@H]3[C@]2(CC1)C)=O (3β-mercapto-androst-5-en-17-one), ClCCO (2-chloroethanol), [H-].[Na+] (sodium hydride). Solvent: O (water), O1CCCC1 (tetrahydrofuran). Run at time 3 hour. Product: OCCS[C@@H]1CC2=CC[C@H]3[C@@H]4CCC([C@@]4(C)CC[C@@H]3[C@]2(CC1)C)=O (3β-(2-hydroxyethylthio)-androst-5-en-17-one). As a reaction SMILES: [SH:1][C@H:2]1[CH2:19][CH2:18][C@@:17]2([CH3:20])[C:4](=[CH:5][CH2:6][C@@H:7]3[C@@H:16]2[CH2:15][CH2:14][C@@:12]2([CH3:13])[C@H:8]3[CH2:9][CH2:10][C:11]2=[O:21])[CH2:3]1.Cl[CH2:23][CH2:24][OH:25].[H-].[Na+]>O1CCCC1.O>[OH:25][CH2:24][CH2:23][S:1][C@H:2]1[CH2:19][CH2:18][C@@:17]2([CH3:20])[C:4](=[CH:5][CH2:6][C@@H:7]3[C@@H:16]2[CH2:15][CH2:14][C@@:12]2([CH3:13])[C@H:8]3[CH2:9][CH2:10][C:11]2=[O:21])[CH2:3]1 |f:2.3|. Reported procedure: To a solution of 2.0 g of 3β-mercapto-androst-5-en-17-one (Swann D. A. and Turnbull J. H., Tetrahedron, 1966, 22, 231) and 0.33 ml of 2-chloroethanol in 5.0 ml of tetrahydrofuran under nitrogen atmosphere at room temperature, 0.030 g of sodium hydride (60% dispersion in mineral oil) were added. The reaction mixture was stirred for 3 hrs, diluted with water and extracted with ethyl acetate; the organic layer was dried over sodium sulfate and evaporated to dryness under reduced pressure. The crude... Reactants: CC(=O)O, Cl, CCOC(=O)c1cn(-c2nc(N)c(F)cc2F)c2c(F)c(F)c(F)c(N)c2c1=O. Product: Nc1nc(-n2cc(C(=O)O)c(=O)c3c(N)c(F)c(F)c(F)c32)c(F)cc1F. Reaction SMILES: [CH3:31][C:32](=[O:33])[OH:34].[ClH:1].[NH2:2][c:3]1[c:4]2[c:5](=[O:30])[c:6]([C:25](=[O:26])[O:27][CH2:28][CH3:29])[cH:7][n:8](-[c:16]3[n:17][c:18]([NH2:24])[c:19]([F:23])[cH:20][c:21]3[F:22])[c:9]2[c:10]([F:15])[c:11]([F:14])[c:12]1[F:13]>>[NH2:2][c:3]1[c:4]2[c:5](=[O:30])[c:6]([C:25](=[O:26])[OH:27])[cH:7][n:8](-[c:16]3[n:17][c:18]([NH2:24])[c:19]([F:23])[cH:20][c:21]3[F:22])[c:9]2[c:10]([F:15])[c:11]([F:14])[c:12]1[F:13].